This data is from the Open Reaction Database (ORD), a public repository of structured organic reaction records. The task is: describe an organic reaction: reactants, conditions, products, and yield Reactants: CCc1c(CCCl)sc2c1CCN(C(C)=O)C2, O=C([O-])[O-], CN(C)C=O, Cc1ccccc1, Cl, Fc1ccc2c(C3CCNCC3)csc2c1, [I-], [K+], [K+], [K+], O. Yields the product CCc1c(CCN2CCC(c3csc4cc(F)ccc34)CC2)sc2c1CCN(C(C)=O)C2, Cl. As a reaction SMILES: [C:1]([CH3:2])(=[O:3])[N:4]1[CH2:5][c:6]2[c:7]([c:10]([CH2:16][CH3:17])[c:11]([CH2:13][CH2:14][Cl:15])[s:12]2)[CH2:8][CH2:9]1.[C:35](=[O:36])([O-:37])[O-:38].[CH3:43][N:44]([CH3:45])[CH:46]=[O:47].[CH3:48][c:49]1[cH:50][cH:51][cH:52][cH:53][cH:54]1.[ClH:18].[F:19][c:20]1[cH:21][cH:22][c:23]2[c:24]([s:25][cH:26][c:27]2[CH:28]2[CH2:29][CH2:30][NH:31][CH2:32][CH2:33]2)[cH:34]1.[I-:42].[K+:39].[K+:40].[K+:41].[OH2:55]>>[C:1]([CH3:2])(=[O:3])[N:4]1[CH2:5][c:6]2[c:7]([c:10]([CH2:16][CH3:17])[c:11]([CH2:13][CH2:14][N:31]3[CH2:30][CH2:29][CH:28]([c:27]4[c:23]5[cH:22][cH:21][c:20]([F:19])[cH:34][c:24]5[s:25][cH:26]4)[CH2:33][CH2:32]3)[s:12]2)[CH2:8][CH2:9]1.[ClH:15]. The reactants are BrC=1C=C2C(=C(NC2=CC1)C(=O)OCC)OCC1=CC=CC=C1 (ethyl 5-bromo-3-(phenylmethoxy)indole-2-carboxylate), FC1=CC=C(CBr)C=C1 (4-fluorobenzyl bromide), [H-].[Na+] (NaH). The solvent is CN(C)C=O (DMF). Conditions: time 0.5 hour. The product is BrC=1C=C2C(=C(N(C2=CC1)CC1=CC=C(C=C1)F)C(=O)OCC)OCC1=CC=CC=C1 (Ethyl 5-Bromo-1-[(4-fluorophenyl)methyl]-3-(phenylmethoxy)indole-2-carboxylate). As a reaction SMILES: [Br:1][C:2]1[CH:3]=[C:4]2[C:8](=[CH:9][CH:10]=1)[NH:7][C:6]([C:11]([O:13][CH2:14][CH3:15])=[O:12])=[C:5]2[O:16][CH2:17][C:18]1[CH:23]=[CH:22][CH:21]=[CH:20][CH:19]=1.[F:24][C:25]1[CH:32]=[CH:31][C:28]([CH2:29]Br)=[CH:27][CH:26]=1.[H-].[Na+]>CN(C=O)C>[Br:1][C:2]1[CH:3]=[C:4]2[C:8](=[CH:9][CH:10]=1)[N:7]([CH2:29][C:28]1[CH:31]=[CH:32][C:25]([F:24])=[CH:26][CH:27]=1)[C:6]([C:11]([O:13][CH2:14][CH3:15])=[O:12])=[C:5]2[O:16][CH2:17][C:18]1[CH:19]=[CH:20][CH:21]=[CH:22][CH:23]=1 |f:2.3|. Procedure: To a mixture of 5.57 g of ethyl 5-bromo-3-(phenylmethoxy)indole-2-carboxylate and 2.9 mL of 4-fluorobenzyl bromide in 40 mL of DMF at 0° C. was added 887 mg of a NaH suspension (60% in oil) and the resulting reaction mixture was warmed slowly to room temperature with continuous stirring. After 0.5 hour, the reaction was quenched with saturated aqueous NH4Cl and extracted twice with ethyl acetate/ether 1:1. The organic phase was washed with water (4×), brine and dried over anhydrous Na2SO4. Flash... The reactants are C(CCCCCC)C1=CC=C(C=O)C=C1 (p-n-heptylbenzaldehyde), S(=O)(Cl)Cl (thionyl chloride), C(CC(=O)O)(=O)O (malonic acid), C(CCCCCC)C1=CC=C(C=CC(=O)O)C=C1 (p-n-heptylcinnamic acid). Reagents/catalysts: N1CCCCC1 (piperidine). The solvent is N1=CC=CC=C1 (pyridine), CCOCC (ether). The product is C(CCCCCC)C1=CC=C(C=CC(=O)Cl)C=C1 (p-n-heptylcinnamic acid chloride). RXN SMILES: C(C1C=CC(C=O)=CC=1)CCCCCC.C(O)(=O)CC(O)=O.[CH2:23]([C:30]1[CH:40]=[CH:39][C:33]([CH:34]=[CH:35][C:36](O)=[O:37])=[CH:32][CH:31]=1)[CH2:24][CH2:25][CH2:26][CH2:27][CH2:28][CH3:29].S(Cl)([Cl:43])=O>N1CCCCC1.CCOCC.N1C=CC=CC=1>[CH2:23]([C:30]1[CH:40]=[CH:39][C:33]([CH:34]=[CH:35][C:36]([Cl:43])=[O:37])=[CH:32][CH:31]=1)[CH2:24][CH2:25][CH2:26][CH2:27][CH2:28][CH3:29]. Procedure details: 8.8 G. of p-n-heptylbenzaldehyde and 8.74 g. of malonic acid are dissolved in 7 ml. of absolute pyridine, treated with 8 drops of piperidine and heated at 90°-100° C. for 68 hours. The mixture is then taken up in ether and washed with dilute hydrochloric acid. After recrystallization from ether/hexane, there are obtained 7.5 g. of p-n-heptylcinnamic acid having a melting point of 121°-122° C. and a clearing point of 150°-153° C. 8.2 G. of this acid are boiled at reflux in 120 ml. of thionyl chlo... Reactants: ClC=1C=2C3=C(C(=NC3=C(C1)Cl)S)C=CC2 (6,8-dichloro-benz[cd]indole-2-thiol), N1(C=NC=C1)CCCN (3-(1H-imidazol-yl)propanamine), mercuric acetate. The solvent is CN(C=O)C (dimethylformamide). Product: ClC=1C=2C3=C(C(=NC3=C(C1)Cl)NCCCN1C=NC=C1)C=CC2 (6,8-Dichloro-N-[3-(1H-imidazol-1-yl)propyl]benz[cd]indol-2-amine). The yield is 43.4%. Reaction SMILES: [Cl:1][C:2]1[C:3]2[C:4]3[C:8](=[C:9]([Cl:11])[CH:10]=1)[N:7]=[C:6](S)[C:5]=3[CH:13]=[CH:14][CH:15]=2.[N:16]1([CH2:21][CH2:22][CH2:23][NH2:24])[CH:20]=[CH:19][N:18]=[CH:17]1>CN(C)C=O>[Cl:1][C:2]1[C:3]2[C:4]3[C:8](=[C:9]([Cl:11])[CH:10]=1)[N:7]=[C:6]([NH:24][CH2:23][CH2:22][CH2:21][N:16]1[CH:20]=[CH:19][N:18]=[CH:17]1)[C:5]=3[CH:13]=[CH:14][CH:15]=2. Procedure details: A mixture of 5.0 g of 6,8-dichloro-benz[cd]indole-2-thiol, 35 ml of dimethylformamide, 2.6 g of 3-(1H-imidazol-yl)propanamine and 6.3 g of mercuric acetate was reacted as described in Example 1, giving 2.95 g of the desired product, mp 182°-183° C. Reactants: CN1CCNCC1, O=C1NC(=O)C(c2c[nH]c3ccccc23)=C1c1nc(Cl)cc2ccccc12. Product: CN1CCN(c2cc3ccccc3c(C3=C(c4c[nH]c5ccccc45)C(=O)NC3=O)n2)CC1. RXN SMILES: [CH3:28][N:29]1[CH2:30][CH2:31][NH:32][CH2:33][CH2:34]1.[Cl:1][c:2]1[n:3][c:4]([C:12]2=[C:16]([c:17]3[cH:18][nH:19][c:20]4[cH:21][cH:22][cH:23][cH:24][c:25]34)[C:15](=[O:26])[NH:14][C:13]2=[O:27])[c:5]2[cH:6][cH:7][cH:8][cH:9][c:10]2[cH:11]1>>[c:2]1([N:32]2[CH2:31][CH2:30][N:29]([CH3:28])[CH2:34][CH2:33]2)[n:3][c:4]([C:12]2=[C:16]([c:17]3[cH:18][nH:19][c:20]4[cH:21][cH:22][cH:23][cH:24][c:25]34)[C:15](=[O:26])[NH:14][C:13]2=[O:27])[c:5]2[cH:6][cH:7][cH:8][cH:9][c:10]2[cH:11]1. Starting materials: Cl.FC(C1=CN=C(S1)C(N)=N)(F)F (5-(trifluoromethyl)thiazole-2-carboximidamide hydrochloride), BrC1=C(C=O)C=CC(=C1)F (2-bromo-4-fluorobenzaldehyde), O=C(CC(=O)OCC)C (ethyl 3-oxobutanoate). The product is BrC1=C(C=CC(=C1)F)C1N=C(NC(=C1C(=O)OCC)C)C=1SC(=CN1)C(F)(F)F (Ethyl 4-(2-bromo-4-fluorophenyl)-6-methyl-2-(5-(trifluoromethyl)thiazol-2-yl)-1,4-dihydropyrimidine-5-carboxylate). Yield: 22.9%. As a reaction SMILES: Cl.[F:2][C:3]([F:13])([F:12])[C:4]1[S:8][C:7]([C:9](=[NH:11])[NH2:10])=[N:6][CH:5]=1.[Br:14][C:15]1[CH:22]=[C:21]([F:23])[CH:20]=[CH:19][C:16]=1[CH:17]=O.O=[C:25]([CH3:32])[CH2:26][C:27]([O:29][CH2:30][CH3:31])=[O:28]>>[Br:14][C:15]1[CH:22]=[C:21]([F:23])[CH:20]=[CH:19][C:16]=1[CH:17]1[C:26]([C:27]([O:29][CH2:30][CH3:31])=[O:28])=[C:25]([CH3:32])[NH:10][C:9]([C:7]2[S:8][C:4]([C:3]([F:2])([F:12])[F:13])=[CH:5][N:6]=2)=[N:11]1 |f:0.1|. Procedure: 5-(trifluoromethyl)thiazole-2-carboximidamide hydrochloride (0.93 g, 4 mmol) was reacted with 2-bromo-4-fluorobenzaldehyde (0.81 g, 4 mmol) and ethyl 3-oxobutanoate (0.55 g, 4.2 mmol) according to the procedure as described in Example 1, Step A to give the title compound as a yellow solid (0.45 g, 23%). The compound was characterized by the following spectroscopic data: